Dataset: the Open Reaction Database (ORD), a public repository of structured organic reaction records. Task: describe an organic reaction: reactants, conditions, products, and yield Starting materials: NC1=NN2C(C(=CC=C2)C=2C=C(C=CC2)N(S(=O)(=O)C)C)=N1 (N-[3-(2-amino-[1,2,4]triazolo[1,5-a]pyridin-8-yl)-phenyl]-N-methyl-methanesulfonamide), BrC1=CC=C(C=C1)N1CCN(CC1)C (1-(4-bromo-phenyl)-4-methyl-piperazine), C1(CCCCC1)P(C1=C(C=CC=C1)C1=C(C=CC=C1)P(C1CCCCC1)C1CCCCC1)C1CCCCC1 (2,2′-bis-dicyclohexylphosphanyl-biphenyl). Yields the product CN(S(=O)(=O)C)C1=CC(=CC=C1)C=1C=2N(C=CC1)N=C(N2)NC2=CC=C(C=C2)N2CCN(CC2)C (N-Methyl-N-(3-{2-[4-(4-methyl-piperazin-1-yl)-phenylamino]-[1,2,4]triazolo[1,5-a]pyridin-8-yl}-phenyl)-methanesulfonamide), foam. Yield: 28.0%. Reaction SMILES: [NH2:1][C:2]1[N:22]=[C:5]2[C:6]([C:10]3[CH:11]=[C:12]([N:16]([CH3:21])[S:17]([CH3:20])(=[O:19])=[O:18])[CH:13]=[CH:14][CH:15]=3)=[CH:7][CH:8]=[CH:9][N:4]2[N:3]=1.Br[C:24]1[CH:29]=[CH:28][C:27]([N:30]2[CH2:35][CH2:34][N:33]([CH3:36])[CH2:32][CH2:31]2)=[CH:26][CH:25]=1.C1(P(C2CCCCC2)C2C=CC=CC=2C2C=CC=CC=2P(C2CCCCC2)C2CCCCC2)CCCCC1>>[CH3:21][N:16]([C:12]1[CH:13]=[CH:14][CH:15]=[C:10]([C:6]2[C:5]3[N:4]([N:3]=[C:2]([NH:1][C:24]4[CH:25]=[CH:26][C:27]([N:30]5[CH2:35][CH2:34][N:33]([CH3:36])[CH2:32][CH2:31]5)=[CH:28][CH:29]=4)[N:22]=3)[CH:9]=[CH:8][CH:7]=2)[CH:11]=1)[S:17]([CH3:20])(=[O:19])=[O:18]. Procedure details: N-Methyl-N-(3-{2-[4-(4-methyl-piperazin-1-yl)-phenylamino]-[1,2,4]triazolo[1,5-a]pyridin-8-yl}-phenyl)-methanesulfonamide was prepared from N-[3-(2-amino-[1,2,4]triazolo[1,5-a]pyridin-8-yl)-phenyl]-N-methyl-methanesulfonamide (75.0 mg, 0.236 mmol) and 1-(4-bromo-phenyl)-4-methyl-piperazine (67.0 mg, 0.262 mmol) with 2,2′-bis-dicyclohexylphosphanyl-biphenyl (25.0 mg, 0.0457 mmol) as the ligand in a manner analogous to Example 2d. Product isolated as a yellow foam (0.033 g, 28%). 1H NMR (400 MHz, ... Procedure details: (3R,4S)-3-amino-4-(3-boronopropyl)-1-((6-chloro-1,2,3,4-tetrahydroisoquinolin-3-yl)methyl)pyrrolidine-3-carboxylic acid trihydrochloride (mixture of two diastereomers, each a racemate) is prepared in a manner analogous to that set forth in Example 49, except 3-chlorophenylamine is used in place of 4-chlorophenylalanine in Step 1. 1H NMR (0.1M DCl in D2O, 400 MHz) δ 7.23 (m, 2 H), 7.09 (m, 1 H), 4.37 (s, 2 H), 4.00 (m, 3 H), 3.82 (m, 2 H), 3.69 (m, 1 H), 3.43 (m, 1 H), 3.22 (m, 1 H), 3.00 (m, 1 H... The reactants are Cl.Cl.Cl.N[C@]1(CN(C[C@@H]1CCCB(O)O)CC1NCC2=CC=C(C=C2C1)Cl)C(=O)O ((3R,4S)-3-amino-4-(3-boronopropyl)-1-((6-chloro-1,2,3,4-tetrahydroisoquinolin-3-yl)methyl)pyrrolidine-3-carboxylic acid trihydrochloride), ClC=1C=C(C=CC1)N (3-chlorophenylamine). Product: N[C@]1(CN(C[C@@H]1CCCB(O)O)CC1NCC2=CC=C(C=C2C1)Cl)C(=O)O ((3R,4S)-3-amino-4-(3-boronopropyl)-1-((6-chloro-1,2,3,4-tetrahydroisoquinolin-3-yl)methyl)pyrrolidine-3-carboxylic acid). Reaction SMILES: Cl.Cl.Cl.[NH2:4][C@:5]1([C:28]([OH:30])=[O:29])[C@@H:9]([CH2:10][CH2:11][CH2:12][B:13]([OH:15])[OH:14])[CH2:8][N:7]([CH2:16][CH:17]2[CH2:26][C:25]3[C:20](=[CH:21][CH:22]=[C:23]([Cl:27])[CH:24]=3)[CH2:19][NH:18]2)[CH2:6]1.ClC1C=C(N)C=CC=1>>[NH2:4][C@:5]1([C:28]([OH:30])=[O:29])[C@@H:9]([CH2:10][CH2:11][CH2:12][B:13]([OH:14])[OH:15])[CH2:8][N:7]([CH2:16][CH:17]2[CH2:26][C:25]3[C:20](=[CH:21][CH:22]=[C:23]([Cl:27])[CH:24]=3)[CH2:19][NH:18]2)[CH2:6]1 |f:0.1.2.3|. The reactants are C1CN2CCN1CC2, CCOc1ccc(OCC(C)(N)C(=O)N2CCOCC2)cc1, C1CCOC1, O=S(=O)(Cl)Cl, Cc1ccccc1. Product: CCOc1ccc(OCC(C)(NS(=O)(=O)Cc2ccccc2)C(=O)N2CCOCC2)cc1. RXN SMILES: [CH2:23]1[N:24]2[CH2:25][CH2:26][N:27]([CH2:28][CH2:29]2)[CH2:30]1.[NH2:1][C:2]([C:3](=[O:4])[N:5]1[CH2:6][CH2:7][O:8][CH2:9][CH2:10]1)([CH2:11][O:12][c:13]1[cH:14][cH:15][c:16]([O:19][CH2:20][CH3:21])[cH:17][cH:18]1)[CH3:22].[O:43]1[CH2:44][CH2:45][CH2:46][CH2:47]1.[S:31](=[O:32])(=[O:33])([Cl:34])[Cl:35].[c:36]1([CH3:42])[cH:37][cH:38][cH:39][cH:40][cH:41]1>>[NH:1]([C:2]([C:3](=[O:4])[N:5]1[CH2:6][CH2:7][O:8][CH2:9][CH2:10]1)([CH2:11][O:12][c:13]1[cH:14][cH:15][c:16]([O:19][CH2:20][CH3:21])[cH:17][cH:18]1)[CH3:22])[S:31](=[O:32])(=[O:33])[CH2:42][c:36]1[cH:37][cH:38][cH:39][cH:40][cH:41]1. The reactants are C#CC(=O)OC, [Li]CCCC, CN(C)c1ccc(C=O)cc1, [Cl-], [NH4+], C1CCOC1. Yields the product COC(=O)C#CC(O)c1ccc(N(C)C)cc1. RXN SMILES: [C:1]([C:2]#[CH:3])(=[O:4])[O:5][CH3:6].[CH2:7]([Li:8])[CH2:9][CH2:10][CH3:11].[CH3:12][N:13]([c:14]1[cH:15][cH:16][c:17]([CH:18]=[O:19])[cH:20][cH:21]1)[CH3:22].[Cl-:23].[NH4+:24].[O:25]1[CH2:26][CH2:27][CH2:28][CH2:29]1>>[C:1]([C:2]#[C:3][CH:18]([c:17]1[cH:16][cH:15][c:14]([N:13]([CH3:12])[CH3:22])[cH:21][cH:20]1)[OH:19])(=[O:4])[O:5][CH3:6]. Starting materials: aqueous solution, Cl (hydrochloric acid), O1C=C(C=C1)C=O (3-furaldehyde), [N+](=O)([O-])C (nitromethane), [OH-].[Na+] (sodium hydroxide). Run in C(C)O (ethanol). Conditions: time 1 hour. Yields the product O1C=C(C=C1)C=C[N+](=O)[O-] (1-(3-Furyl)-2-nitroethylene). Yield: 55.3%. Reaction SMILES: [O:1]1[CH:5]=[CH:4][C:3]([CH:6]=O)=[CH:2]1.[N+:8]([CH3:11])([O-:10])=[O:9].[OH-].[Na+].Cl>C(O)C>[O:1]1[CH:5]=[CH:4][C:3]([CH:6]=[CH:11][N+:8]([O-:10])=[O:9])=[CH:2]1 |f:2.3|. Reported procedure: To a solution of 3-furaldehyde (10.0 g) in ethanol (200 ml), nitromethane (6.37 g) was added at room temperature, followed by the dropwise addition of a 10N-aqueous sodium hydroxide solution (11.0 ml) at 0° C. The resulting mixture was stirred for 1 hour. The reaction mixture was poured into a 15% aqueous solution of hydrochloric acid (500 ml). The precipitate so formed was collected by filtration and dried, whereby the title compound (8.01 g) was obtained as a yellowish white solid. Product: C12(CC3CC(CC(C1)C3)C2)C(=O)C2=C(C=C(C=C2)O)F (1-adamantyl (2-fluoro-4-hydroxyphenyl)methanone). Reported procedure: To a mixture of AlCl3 (45 g, 0.337 mol) in 1,2-dichloroethane (DCE, 250 ml) at 0° C. was added 1-adamantyl carbonyl chloride (36.6 g, 0.228 mol) in DCE (150 ml). 3-fluorophenol (21 g, 0.183 mol) in DCE (100 ml) was added slowly at 0° C. The reaction was followed by TLC (heptane/toluene 50/50). The mixture was poured onto HCl 2N, extracted with AcOEt, washed with NaHCO3 and brine, dried over Na2SO4, filtered and concentrated under vacuum. Purification by flash chromatography (heptane/toluene 8/2)... Solvent: ClCCCl (DCE), ClCCCl (DCE), ClCCCl (1,2-dichloroethane). RXN SMILES: [Al+3].[Cl-].[Cl-].[Cl-].[C:5]12([C:15](Cl)=[O:16])[CH2:14][CH:9]3[CH2:10][CH:11]([CH2:13][CH:7]([CH2:8]3)[CH2:6]1)[CH2:12]2.[F:18][C:19]1[CH:20]=[C:21]([OH:25])[CH:22]=[CH:23][CH:24]=1.CCCCCCC.C1(C)C=CC=CC=1>ClCCCl>[C:5]12([C:15]([C:24]3[CH:23]=[CH:22][C:21]([OH:25])=[CH:20][C:19]=3[F:18])=[O:16])[CH2:14][CH:9]3[CH2:10][CH:11]([CH2:13][CH:7]([CH2:8]3)[CH2:6]1)[CH2:12]2 |f:0.1.2.3,6.7|. Yield: 53.8%. Reactants: C12(CC3CC(CC(C1)C3)C2)C(=O)Cl (1-adamantyl carbonyl chloride), FC=1C=C(C=CC1)O (3-fluorophenol), CCCCCCC.C1(=CC=CC=C1)C (heptane toluene), [Al+3].[Cl-].[Cl-].[Cl-] (AlCl3). The reactants are C(C)OC(\C(\C=1SC(=CC1)OCCOC1=CC2=CC=CC=C2C=C1)=N/OC)=O ((E)-alpha-(methoxyimino)-5-[2-(2-naphthalenyloxy) ethoxy]-2-thiopheneacetic acid ethyl ester), [OH-].[Na+] (sodium hydroxide). The solvent is CO (methanol), O1CCCC1 (tetrahydrofuran). Conditions: temperature 53 celsius. Yields the product CO\N=C(/C(=O)O)\C=1SC(=CC1)OCCOC1=CC2=CC=CC=C2C=C1 ((E)-alpha-(methoxyimino)-5-[2-(2-naphthalenyloxy)ethoxy]-2-thiopheneacetic acid). Isolated yield 76.4%. As a reaction SMILES: C([O:3][C:4](=[O:28])/[C:5](=[N:25]\[O:26][CH3:27])/[C:6]1[S:7][C:8]([O:11][CH2:12][CH2:13][O:14][C:15]2[CH:24]=[CH:23][C:22]3[C:17](=[CH:18][CH:19]=[CH:20][CH:21]=3)[CH:16]=2)=[CH:9][CH:10]=1)C.[OH-].[Na+]>CO.O1CCCC1>[CH3:27][O:26]/[N:25]=[C:5](/[C:6]1[S:7][C:8]([O:11][CH2:12][CH2:13][O:14][C:15]2[CH:24]=[CH:23][C:22]3[C:17](=[CH:18][CH:19]=[CH:20][CH:21]=3)[CH:16]=2)=[CH:9][CH:10]=1)\[C:4]([OH:28])=[O:3] |f:1.2|. Procedure details: As in Example 306, a solution of (E)-alpha-(methoxyimino)-5-[2-(2-naphthalenyloxy) ethoxy]-2-thiopheneacetic acid ethyl ester (0.2 g) in methanol (2 mL) and tetrahydrofuran (1 mL) was treated with 3N sodium hydroxide (0.5 mL) and the stirred mixture was heated at 53° C. for 30 minutes. After the normal work up, the product was crystallized from dichloromethane-hexane to furnish 0.142 g of (E)-alpha-(methoxyimino)-5-[2-(2-naphthalenyloxy)ethoxy]-2-thiopheneacetic acid, mp 118°-120° C. The product is O=C(CCCCCBr)Nc1cc(Cl)c(O)c(Cl)c1. RXN SMILES: [Br:20][CH2:21][CH2:22][CH2:23][CH2:24][CH2:25][C:26](=[O:27])[Cl:28].[CH2:30]([OH:31])[CH3:32].[CH3:11][N:12]([c:13]1[cH:14][cH:15][cH:16][cH:17][cH:18]1)[CH3:19].[NH2:1][c:2]1[cH:3][c:4]([Cl:10])[c:5]([OH:9])[c:6]([Cl:8])[cH:7]1.[OH2:29]>>[NH:1]([c:2]1[cH:3][c:4]([Cl:10])[c:5]([OH:9])[c:6]([Cl:8])[cH:7]1)[C:26]([CH2:25][CH2:24][CH2:23][CH2:22][CH2:21][Br:20])=[O:27]. Starting materials: O=C(Cl)CCCCCBr, CCO, CN(C)c1ccccc1, Nc1cc(Cl)c(O)c(Cl)c1, O. Starting materials: CN(C)C(=O)c1cc([N+](=O)[O-])ccc1OC1CCN(C(=O)OC(C)(C)C)CC1, CO. Yields the product CN(C)C(=O)c1cc(N)ccc1OC1CCN(C(=O)OC(C)(C)C)CC1. RXN SMILES: [C:1]([CH3:2])([CH3:3])([CH3:4])[O:5][C:6](=[O:7])[N:8]1[CH2:9][CH2:10][CH:11]([O:14][c:15]2[c:16]([C:24]([N:25]([CH3:26])[CH3:27])=[O:28])[cH:17][c:18]([N+:21]([O-:22])=[O:23])[cH:19][cH:20]2)[CH2:12][CH2:13]1.[CH3:29][OH:30]>>[C:1]([CH3:2])([CH3:3])([CH3:4])[O:5][C:6](=[O:7])[N:8]1[CH2:9][CH2:10][CH:11]([O:14][c:15]2[c:16]([C:24]([N:25]([CH3:26])[CH3:27])=[O:28])[cH:17][c:18]([NH2:21])[cH:19][cH:20]2)[CH2:12][CH2:13]1. The reactants are NC1=NC(=CC(=[N+]1[O-])NCCC)Cl (2-amino-4-propylamino-6-chloropyrimidine 3-oxide), N1CCCCC1 (piperidine), [OH-].[K+] (potassium hydroxide). The solvent is C(C)O (ethanol), C(C)O (ethanol). Reaction conditions: time 1 hour. The product is NC1=NC(=CC(=[N+]1[O-])NCCC)N1CCCCC1 (2-amino-4-propylamino-6-piperidinopyrimidine 3-oxide). Isolated yield 38.3%. Reaction SMILES: [NH2:1][C:2]1[N+:7]([O-:8])=[C:6]([NH:9][CH2:10][CH2:11][CH3:12])[CH:5]=[C:4](Cl)[N:3]=1.[NH:14]1[CH2:19][CH2:18][CH2:17][CH2:16][CH2:15]1.[OH-].[K+]>C(O)C>[NH2:1][C:2]1[N+:7]([O-:8])=[C:6]([NH:9][CH2:10][CH2:11][CH3:12])[CH:5]=[C:4]([N:14]2[CH2:19][CH2:18][CH2:17][CH2:16][CH2:15]2)[N:3]=1 |f:2.3|. Procedure details: 2 g of 2-amino-4-propylamino-6-chloropyrimidine 3-oxide, prepared according to the first two stages of the process of Example 1, are suspended in 20 ml of ethanol. 1.75 g of piperidine are added. The reaction mixture is refluxed for 19 hours. After it has returned to room temperature, 660 mg of potassium hydroxide are added as a solution in 10 ml of ethanol. After 1 hour's stirring the mixture is filtered on paper. The filtrates are evaporated to dryness. The residue is recrystallized from 25 ml...